This data is from the Open Reaction Database (ORD), a public repository of structured organic reaction records. The task is: describe an organic reaction: reactants, conditions, products, and yield The reactants are CCOc1nc(C(F)(F)F)cc(=O)n1-c1cc(O)c(Cl)cc1F, CCOCC, CCCCOC(=O)Cl, c1ccncc1. Yields the product CCCCOC(=O)Oc1cc(-n2c(OCC)nc(C(F)(F)F)cc2=O)c(F)cc1Cl. RXN SMILES: [CH2:1]([CH3:2])[O:3][c:4]1[n:5](-[c:15]2[c:16]([F:23])[cH:17][c:18]([Cl:22])[c:19]([OH:21])[cH:20]2)[c:6](=[O:14])[cH:7][c:8]([C:10]([F:11])([F:12])[F:13])[n:9]1.[CH3:38][CH2:39][O:40][CH2:41][CH3:42].[Cl:24][C:25](=[O:26])[O:27][CH2:28][CH2:29][CH2:30][CH3:31].[cH:32]1[cH:33][cH:34][n:35][cH:36][cH:37]1>>[CH2:1]([CH3:2])[O:3][c:4]1[n:5](-[c:15]2[c:16]([F:23])[cH:17][c:18]([Cl:22])[c:19]([O:21][C:25](=[O:26])[O:27][CH2:28][CH2:29][CH2:30][CH3:31])[cH:20]2)[c:6](=[O:14])[cH:7][c:8]([C:10]([F:11])([F:12])[F:13])[n:9]1. Starting materials: O=C([O-])[O-], CN1C(=O)CCC2(C)c3ccc(S)cc3CCC12, CN(C)C=O, CCOC(C)=O, O=c1c2ccccc2nc2ccc(Cl)nn12, [K+], [K+]. Product: CN1C(=O)CCC2(C)c3ccc(Sc4ccc5nc6ccccc6c(=O)n5n4)cc3CCC12. As a reaction SMILES: [C:19](=[O:20])([O-:21])[O-:22].[CH3:1][N:2]1[C:3](=[O:18])[CH2:4][CH2:5][C:6]2([CH3:17])[c:7]3[c:8]([cH:12][c:13]([SH:16])[cH:14][cH:15]3)[CH2:9][CH2:10][CH:11]12.[CH3:41][N:42]([CH3:43])[CH:44]=[O:45].[CH3:46][CH2:47][O:48][C:49](=[O:50])[CH3:51].[Cl:25][c:26]1[n:27][n:28]2[c:29]([n:30][c:31]3[cH:32][cH:33][cH:34][cH:35][c:36]3[c:37]2=[O:38])[cH:39][cH:40]1.[K+:23].[K+:24]>>[CH3:1][N:2]1[C:3](=[O:18])[CH2:4][CH2:5][C:6]2([CH3:17])[c:7]3[c:8]([cH:12][c:13]([S:16][c:26]4[n:27][n:28]5[c:29]([n:30][c:31]6[cH:32][cH:33][cH:34][cH:35][c:36]6[c:37]5=[O:38])[cH:39][cH:40]4)[cH:14][cH:15]3)[CH2:9][CH2:10][CH:11]12. The reactants are Cl, C1COCCO1, O=CC1CC(CCn2ccnc2)CCCN1. Product: c1cn(CCC2CCCNCC2)cn1. RXN SMILES: [ClH:23].[O:17]1[CH2:18][CH2:19][O:20][CH2:21][CH2:22]1.[n:1]1([CH2:6][CH2:7][CH:8]2[CH2:9][CH:10]([CH:15]=[O:16])[NH:11][CH2:12][CH2:13][CH2:14]2)[cH:2][n:3][cH:4][cH:5]1>>[n:1]1([CH2:6][CH2:7][CH:8]2[CH2:9][CH2:10][NH:11][CH2:12][CH2:13][CH2:14]2)[cH:2][n:3][cH:4][cH:5]1.